Task: describe an organic reaction: reactants, conditions, products, and yield. Dataset: the Open Reaction Database (ORD), a public repository of structured organic reaction records Starting materials: N1=C(C=CC=C1C)C (2,6-lutidine), FC(S(=O)(=O)O[Si](C(C)C)(C(C)C)C(C)C)(F)F (triisopropylsilyl trifluoromethanesulfonate), C(C1=CC=CC=C1)[C@@H]1N(C(OC1)=O)C([C@@H](O)C1CC1)=O ((S)-4-benzyl-3-((S)-2-cyclopropyl-2-hydroxy-acetyl)-oxazolidin-2-one). Run in ClCCl (dichloromethane). Conditions: time 1 hour. Product: C(C1=CC=CC=C1)[C@@H]1N(C(OC1)=O)C([C@@H](O[Si](C(C)C)(C(C)C)C(C)C)C1CC1)=O ((S)-4-Benzyl-3-((S)-2-cyclopropyl-2-triisopropylsilanyloxy-acetyl)-oxazolidin-2-one). Isolated yield 81.4%. RXN SMILES: [CH2:1]([C@H:8]1[CH2:12][O:11][C:10](=[O:13])[N:9]1[C:14](=[O:20])[C@H:15]([CH:17]1[CH2:19][CH2:18]1)[OH:16])[C:2]1[CH:7]=[CH:6][CH:5]=[CH:4][CH:3]=1.N1C(C)=CC=CC=1C.FC(F)(F)S(O[Si:35]([CH:42]([CH3:44])[CH3:43])([CH:39]([CH3:41])[CH3:40])[CH:36]([CH3:38])[CH3:37])(=O)=O>ClCCl>[CH2:1]([C@H:8]1[CH2:12][O:11][C:10](=[O:13])[N:9]1[C:14](=[O:20])[C@H:15]([CH:17]1[CH2:19][CH2:18]1)[O:16][Si:35]([CH:42]([CH3:44])[CH3:43])([CH:39]([CH3:41])[CH3:40])[CH:36]([CH3:38])[CH3:37])[C:2]1[CH:3]=[CH:4][CH:5]=[CH:6][CH:7]=1. Procedure details: A cooled (0° C.) solution of (S)-4-benzyl-3-((S)-2-cyclopropyl-2-hydroxy-acetyl)-oxazolidin-2-one (4.137 g, 15.026 mmol) in dichloromethane (60 mL) was subsequently treated with 2,6-lutidine (3.5 mL, 30.052 mmol) and triisopropylsilyl trifluoromethanesulfonate (6.1 mL, 22.539 mmol). After stirring at room temperature for 1 h, the reaction was quenched with pH 4 buffer (phthalate). The aqueous layer was extracted with dichloromethane. The organics were combined, filtered through a phase separator... Reactants: S(O)(O)(=O)=O (sulfuric acid), OC1=CC=C(C=NO)C=C1 (p-hydroxybenzaldoxime). Run in CC(C)CC(=O)C (MIBK). Reaction conditions: temperature 130 celsius, time 30 minute. Product: C(#N)C1=CC=C(C=C1)O (p-cyanophenol). The yield is 75.5%. RXN SMILES: S(=O)(=O)(O)O.[OH:6][C:7]1[CH:15]=[CH:14][C:10]([CH:11]=[N:12]O)=[CH:9][CH:8]=1>CC(CC(C)=O)C>[C:11]([C:10]1[CH:14]=[CH:15][C:7]([OH:6])=[CH:8][CH:9]=1)#[N:12]. Reported procedure: To a 30 ml of flask equipped with distillating apparatus, 30 mg of conc. sulfuric acid, 10 ml of MIBK, 598 mg of p-hydroxybenzaldoxime were introduced and the reaction mixture was heated up to 130° C. Heating under stirring with a magnetic stirrer was continued for 30 minutes, and about 3.5 ml of MIBK thereby was distilled off. Reaction solution was subjected to gaschromatography analysis to find that 392 mg (76% yield) of p-cyanophenol was produced. The conversion was 100%. The reactants are CC1=C(NC(=C1)C)\C=C\1/C(N(C2=CC=CC=C12)CO)=O ((3Z)-3-[(3,5-Dimethyl-1H-pyrrol-2-yl)-methylidene]-1-(hydroxymethyl)-1,3-dihydro-2H-indol-2-one), P(OCC1=CC=CC=C1)(OC)(=O)Cl (benzyl methyl phosphorochloridate). The product is P(=O)(OCC1=CC=CC=C1)(OCN1C(\C(\C2=CC=CC=C12)=C/C=1NC(=CC1C)C)=O)OC (benzyl {(3Z)-3-[(3,5-dimethyl-1H-pyrrol-2-yl)methylidene]-2-oxo-2,3-dihydro-1H-indol-1-yl}methyl methyl phosphate). As a reaction SMILES: [CH3:1][C:2]1[CH:6]=[C:5]([CH3:7])[NH:4][C:3]=1/[CH:8]=[C:9]1\[C:10](=[O:20])[N:11]([CH2:18][OH:19])[C:12]2[C:17]\1=[CH:16][CH:15]=[CH:14][CH:13]=2.[P:21](Cl)(=[O:32])([O:30][CH3:31])[O:22][CH2:23][C:24]1[CH:29]=[CH:28][CH:27]=[CH:26][CH:25]=1>>[P:21]([O:30][CH3:31])([O:19][CH2:18][N:11]1[C:12]2[C:17](=[CH:16][CH:15]=[CH:14][CH:13]=2)/[C:9](=[CH:8]/[C:3]2[NH:4][C:5]([CH3:7])=[CH:6][C:2]=2[CH3:1])/[C:10]1=[O:20])([O:22][CH2:23][C:24]1[CH:29]=[CH:28][CH:27]=[CH:26][CH:25]=1)=[O:32]. Reported procedure: The title compound was prepared from (3Z)-3-[(3,5-Dimethyl-1H-pyrrol-2-yl)-methylidene]-1-(hydroxymethyl)-1,3-dihydro-2H-indol-2-one and benzyl methyl phosphorochloridate (modification of procedure used to prepare {3(Z)-3-[(3,5-dimethyl-1H-pyrrol-2-yl)-methylidene]-2-oxo-2,3-dihydro-1H-indol-1-yl}methyl acetate). The reactants are 5-bromo-but-2-enoyl chloride, CNC (dimethyl amine), C([O-])(O)=O.[Na+] (sodium bicarbonate), BrCC=CC(=O)O[Si](C)(C)C (trimethylsilyl 4-bromo-but-2-enoate), C(C(=O)Cl)(=O)Cl (oxalyl chloride), NC=1C=C2C(=C(C=NC2=CC1)C#N)NC1=CC(=C(C=C1)F)Br (6-amino-4-[(3-bromo-4-fluorophenyl)amino]-3-quinolinecarbonitrile), C(C)(C)N(C(C)C)CC (N,N-diisopropylethylamine). Reagents/catalysts: CN(C)C=O (DMF). Run in C1CCOC1 (THF), C(Cl)Cl (methylene chloride), C1CCOC1 (THF). Conditions: temperature 0 celsius, time 1 hour. The product is BrC=1C=C(C=CC1F)NC1=C(C=NC2=CC=C(C=C12)NC(C=CCN(C)C)=O)C#N (N-{4-[(3-Bromo-4-fluorophenyl)amino]-3-cyano-6-quinolinyl}-4-dimethylamino-2-butenamide). Isolated yield 36.6%. As a reaction SMILES: Br[CH2:2][CH:3]=[CH:4][C:5]([O:7][Si](C)(C)C)=O.C(Cl)(=O)C(Cl)=O.[NH2:18][C:19]1[CH:20]=[C:21]2[C:26](=[CH:27][CH:28]=1)[N:25]=[CH:24][C:23]([C:29]#[N:30])=[C:22]2[NH:31][C:32]1[CH:37]=[CH:36][C:35]([F:38])=[C:34]([Br:39])[CH:33]=1.[CH:40]([N:43](CC)[CH:44](C)C)(C)C.CNC.C(=O)(O)[O-].[Na+]>CN(C=O)C.C1COCC1.C(Cl)Cl>[Br:39][C:34]1[CH:33]=[C:32]([NH:31][C:22]2[C:21]3[C:26](=[CH:27][CH:28]=[C:19]([NH:18][C:5](=[O:7])[CH:4]=[CH:3][CH2:2][N:43]([CH3:44])[CH3:40])[CH:20]=3)[N:25]=[CH:24][C:23]=2[C:29]#[N:30])[CH:37]=[CH:36][C:35]=1[F:38] |f:5.6|. Reported procedure: Made 2.25 mmol of 5-bromo-but-2-enoyl chloride by mixing 386 μl (2.25 mmol) trimethylsilyl 4-bromo-but-2-enoate, 10 ml methylene chloride, 294 μl (3.38 mmol) oxalyl chloride, and 2 drops of DMF. After bubbling had subsided, removed solvent and dissolved in 10 ml THF. This solution was added to a mixture of 800 mg (2.25 mmol) 6-amino-4-[(3-bromo-4-fluorophenyl)amino]-3-quinolinecarbonitrile, 50 ml THF, and 392 μl (2.25 mmol) N,N-diisopropylethylamine chilled to 0° C. under N2. At 1 hour, added dr...